describe an organic reaction: reactants, conditions, products, and yield From a dataset of the Open Reaction Database (ORD), a public repository of structured organic reaction records. Starting materials: BrCC1=CC=C(C(=O)NC2=CC(=C(C=C2)Cl)C2=NC=CC=C2)C=C1 (4-(bromomethyl)-N-(4-chloro-3-(pyridin-2-yl)phenyl)benzamide), CP(OCC)OCC (diethyl methylphosphonite). Yields the product ClC1=C(C=C(C=C1)NC(=O)C1=CC=C(CP(OCC)(=O)C)C=C1)C1=NC=CC=C1 (ethyl 4-(4-chloro-3-(pyridin-2-yl)phenylcarbamoyl)benzyl(methyl)phosphinate). As a reaction SMILES: Br[CH2:2][C:3]1[CH:24]=[CH:23][C:6]([C:7]([NH:9][C:10]2[CH:15]=[CH:14][C:13]([Cl:16])=[C:12]([C:17]3[CH:22]=[CH:21][CH:20]=[CH:19][N:18]=3)[CH:11]=2)=[O:8])=[CH:5][CH:4]=1.[CH3:25][P:26]([O:30]CC)[O:27][CH2:28][CH3:29]>>[Cl:16][C:13]1[CH:14]=[CH:15][C:10]([NH:9][C:7]([C:6]2[CH:23]=[CH:24][C:3]([CH2:2][P:26]([CH3:25])(=[O:30])[O:27][CH2:28][CH3:29])=[CH:4][CH:5]=2)=[O:8])=[CH:11][C:12]=1[C:17]1[CH:22]=[CH:21][CH:20]=[CH:19][N:18]=1. Reported procedure: 90 mg of 4-(bromomethyl)-N-(4-chloro-3-(pyridin-2-yl)phenyl)benzamide was reacted with 45 μL of diethyl methylphosphonite in the microwave at 120° C. for 5 minutes. The reaction was evaporated to dryness and purified by reverse phase HPLC to give pure ethyl 4-(4-chloro-3-(pyridin-2-yl)phenylcarbamoyl)benzyl(methyl)phosphinate. MS (Q1) 429 (M)+. Reaction SMILES: [F:16][c:17]1[c:18]([CH2:19][Br:20])[c:21]([F:31])[c:22]([F:30])[c:23]([C:26]([F:27])([F:28])[F:29])[c:24]1[F:25].[NH2:1][c:2]1[cH:3][cH:4][c:5]([O:11][C:12]([F:13])([F:14])[F:15])[c:6]([C:7](=[O:8])[OH:9])[cH:10]1.[O:32]=[CH:33][N:34]([CH3:35])[CH3:36]>>[NH:1]([c:2]1[cH:3][cH:4][c:5]([O:11][C:12]([F:13])([F:14])[F:15])[c:6]([C:7](=[O:8])[OH:9])[cH:10]1)[CH2:19][c:18]1[c:17]([F:16])[c:24]([F:25])[c:23]([C:26]([F:27])([F:28])[F:29])[c:22]([F:30])[c:21]1[F:31]. The product is O=C(O)c1cc(NCc2c(F)c(F)c(C(F)(F)F)c(F)c2F)ccc1OC(F)(F)F. Starting materials: Fc1c(F)c(C(F)(F)F)c(F)c(F)c1CBr, Nc1ccc(OC(F)(F)F)c(C(=O)O)c1, CN(C)C=O. The reactants are ClC1=CC=NC2=CC(=C(C=C12)OC)OC (4-Chloro-6,7-dimethoxyquinoline), FC=1C=C(C=CC1)O (3-fluorophenol), C(O)([O-])=O.[Na+] (sodium hydrogen carbonate). Run in C(Cl)(Cl)Cl (chloroform). Run at temperature 180 celsius, time 30 minute. The product is COC=1C=C2C(=CC=NC2=CC1OC)OC1=CC(=CC=C1)F (6,7-Dimethoxy-4-(3-fluorophenoxy)quinoline). The yield is 94.0%. Reaction SMILES: Cl[C:2]1[C:11]2[C:6](=[CH:7][C:8]([O:14][CH3:15])=[C:9]([O:12][CH3:13])[CH:10]=2)[N:5]=[CH:4][CH:3]=1.[F:16][C:17]1[CH:18]=[C:19]([OH:23])[CH:20]=[CH:21][CH:22]=1.C(=O)([O-])O.[Na+]>C(Cl)(Cl)Cl>[CH3:13][O:12][C:9]1[CH:10]=[C:11]2[C:6](=[CH:7][C:8]=1[O:14][CH3:15])[N:5]=[CH:4][CH:3]=[C:2]2[O:23][C:19]1[CH:20]=[CH:21][CH:22]=[C:17]([F:16])[CH:18]=1 |f:2.3|. Reported procedure: 4-Chloro-6,7-dimethoxyquinoline (100 mg) and commercially available 3-fluorophenol (0.20 ml) were mixed and stirred at 180° C. for 30 minutes. The reaction mixture was neutralized with saturated aqueous sodium hydrogen carbonate and then partitioned between water and ethyl acetate, and the ethyl acetate layer was washed with brine and then dried with anhydrous sodium sulfate. After removing the solvent by reduced-pressure distillation, the resulting residue was purified by column chromatography ...